This data is from the Open Reaction Database (ORD), a public repository of structured organic reaction records. The task is: describe an organic reaction: reactants, conditions, products, and yield The reactants are C=CC(=O)OC(C)(C)C, CCCC[N+](CCCC)(CCCC)CCCC, Cc1ccccc1, [Na+], C1CCOC1, [OH-], O, O=S(=O)([O-])O, OCCCOc1ccc2nc(-c3ccccc3)n(-c3ccccc3)c2c1. Product: CC(C)(C)OC(=O)CCOCCCOc1ccc2nc(-c3ccccc3)n(-c3ccccc3)c2c1. Reaction SMILES: [C:27]([CH3:28])([CH3:29])([CH3:30])[O:31][C:32]([CH:33]=[CH2:34])=[O:35].[CH2:55]([N+:56]([CH2:57][CH2:58][CH2:59][CH3:60])([CH2:61][CH2:62][CH2:63][CH3:64])[CH2:65][CH2:66][CH2:67][CH3:68])[CH2:69][CH2:70][CH3:71].[CH3:38][c:39]1[cH:40][cH:41][cH:42][cH:43][cH:44]1.[Na+:37].[O:45]1[CH2:46][CH2:47][CH2:48][CH2:49]1.[OH-:36].[OH2:72].[S:50]([O-:51])([OH:52])(=[O:53])=[O:54].[c:1]1(-[n:7]2[c:8](-[c:21]3[cH:22][cH:23][cH:24][cH:25][cH:26]3)[n:9][c:10]3[c:11]2[cH:12][c:13]([O:16][CH2:17][CH2:18][CH2:19][OH:20])[cH:14][cH:15]3)[cH:2][cH:3][cH:4][cH:5][cH:6]1>>[c:1]1(-[n:7]2[c:8](-[c:21]3[cH:22][cH:23][cH:24][cH:25][cH:26]3)[n:9][c:10]3[c:11]2[cH:12][c:13]([O:16][CH2:17][CH2:18][CH2:19][O:20][CH2:34][CH2:33][C:32]([O:31][C:27]([CH3:28])([CH3:29])[CH3:30])=[O:35])[cH:14][cH:15]3)[cH:2][cH:3][cH:4][cH:5][cH:6]1. Starting materials: O=C1C(CC2=CC(=C(C(=C12)Cl)Cl)OC(C(=O)O)C)CC (2-(1-oxo-2-ethyl-6,7-dichloro-5-indanyloxy)propionic acid), ClCl (chlorine). The reagents and catalysts are Cl (hydrochloric acid). Solvent: C(C)(=O)O (acetic acid). Yields the product O=C1C(CC2=CC(=C(C(=C12)Cl)Cl)OC(C(=O)O)C)(Cl)CC (2-(1-oxo-2-ethyl-2,6,7-trichloro-5-indanyloxy)-propionic acid). Reaction SMILES: [O:1]=[C:2]1[C:10]2[C:5](=[CH:6][C:7]([O:13][CH:14]([CH3:18])[C:15]([OH:17])=[O:16])=[C:8]([Cl:12])[C:9]=2[Cl:11])[CH2:4][CH:3]1[CH2:19][CH3:20].[Cl:21]Cl>Cl.C(O)(=O)C>[O:1]=[C:2]1[C:10]2[C:5](=[CH:6][C:7]([O:13][CH:14]([CH3:18])[C:15]([OH:17])=[O:16])=[C:8]([Cl:12])[C:9]=2[Cl:11])[CH2:4][C:3]1([CH2:19][CH3:20])[Cl:21]. Procedure: By following substantially the procedure described in Example 12, Step B, and using as the reactants 2-(1-oxo-2-ethyl-6,7-dichloro-5-indanyloxy)propionic acid (3.17 g., 0.01 mole), glacial acetic acid (50 ml.), chlorine (710 mg., 0.01 mole) and concentrated hydrochloric acid (1 drop) there is obtained 2-(1-oxo-2-ethyl-2,6,7-trichloro-5-indanyloxy)-propionic acid. The reactants are Br, CCOC(=O)c1cc2ccc(C(C)(C)C)cc2[nH]1, CO, [NH4+], N#C[S-]. Yields the product CCOC(=O)c1cc2cc(SC#N)c(C(C)(C)C)cc2[nH]1. As a reaction SMILES: [Br:23].[CH2:1]([CH3:2])[O:3][C:4](=[O:5])[c:6]1[nH:7][c:8]2[cH:9][c:10]([C:15]([CH3:16])([CH3:17])[CH3:18])[cH:11][cH:12][c:13]2[cH:14]1.[CH3:24][OH:25].[NH4+:22].[S-:19][C:20]#[N:21]>>[CH2:1]([CH3:2])[O:3][C:4](=[O:5])[c:6]1[nH:7][c:8]2[cH:9][c:10]([C:15]([CH3:16])([CH3:17])[CH3:18])[c:11]([S:19][C:20]#[N:21])[cH:12][c:13]2[cH:14]1. Reactants: O=C([O-])[O-], CC1(C)CONC1=O, CC#N, CCOC(C)=O, Cl, [K+], [K+], C1COCCOCCOCCOCCOCCO1, ClCc1ccncc1. Product: CC1(C)CON(Cc2ccncc2)C1=O. As a reaction SMILES: [C:18](=[O:19])([O-:20])[O-:21].[CH3:10][C:11]1([CH3:17])[C:12](=[O:16])[NH:13][O:14][CH2:15]1.[CH3:42][C:43]#[N:44].[CH3:45][CH2:46][O:47][C:48](=[O:49])[CH3:50].[ClH:1].[K+:22].[K+:23].[O:24]1[CH2:25][CH2:26][O:27][CH2:28][CH2:29][O:30][CH2:31][CH2:32][O:33][CH2:34][CH2:35][O:36][CH2:37][CH2:38][O:39][CH2:40][CH2:41]1.[cH:2]1[cH:3][c:4]([CH2:8][Cl:9])[cH:5][cH:6][n:7]1>>[cH:2]1[cH:3][c:4]([CH2:8][N:13]2[C:12](=[O:16])[C:11]([CH3:10])([CH3:17])[CH2:15][O:14]2)[cH:5][cH:6][n:7]1.